Dataset: the Open Reaction Database (ORD), a public repository of structured organic reaction records. Task: describe an organic reaction: reactants, conditions, products, and yield Reactants: OCC1=C(C=NC2=CC=C(N=C12)OC)O (4-hydroxymethyl-6-methoxy-[1,5]naphthyridin-3-ol). Reagents/catalysts: [O-2].[O-2].[Mn+4] (Manganese dioxide). Run in C(C)#N (acetonitrile). Conditions: temperature 35 celsius, time 1 hour. The product is OC=1C=NC2=CC=C(N=C2C1C=O)OC (3-hydroxy-6-methoxy-[1,5]naphthyridine-4-carbaldehyde). Yield: 72.9%. As a reaction SMILES: [OH:1][CH2:2][C:3]1[C:12]2[C:7](=[CH:8][CH:9]=[C:10]([O:13][CH3:14])[N:11]=2)[N:6]=[CH:5][C:4]=1[OH:15]>C(#N)C.[O-2].[O-2].[Mn+4]>[OH:15][C:4]1[CH:5]=[N:6][C:7]2[C:12]([C:3]=1[CH:2]=[O:1])=[N:11][C:10]([O:13][CH3:14])=[CH:9][CH:8]=2 |f:2.3.4|. Procedure details: Manganese dioxide (530 mg, 6.05 mmol, 5.0 eq) is added at room temperature to a stirred solution of 4-hydroxymethyl-6-methoxy-[1,5]naphthyridin-3-ol (250 mg, 1.21 mmol, 1.0 eq) in acetonitrile (10 mL) and the resulting mixture is stirred at 35° C. for 1 hour. The solid is filtered off, washed with acetone (3×10 mL) and the filtrate is concentrated to give a residue that is purified by column chromatography (silica gel, eluent: petroleum ether:ethyl acetate, 1:4, v/v) to afford 3-hydroxy-6-methox... The reactants are [N+](=O)([O-])C=1C=C2C=C(C(OC2=CC1)=O)C1=CC=C(C=C1)[N+](=O)[O-] (6-Nitro-3-p-nitrophenylchromen-2-one), [N+](=O)([O-])C=1C=C2C=C(C(OC2=CC1)=O)C1=CC=C(C=C1)[N+](=O)[O-] (6-Nitro-3-p-nitrophenylchromen-2-one), C(C)(=O)NC=1C(OC2=CC=C(C=C2C1)N)=O (3-Acetamido-6-aminochromen-2-one), [BH4-].[Na+] (sodium borohydride). The reagents and catalysts are [Pd] (palladium on carbon). Solvent: CO (methanol), O (water). The product is NC=1C=C2C=C(C(OC2=CC1)=O)C1=CC=C(C=C1)N (6-Amino-3-p-aminophenylchromen-2-one). Yield: 63.0%. RXN SMILES: C(NC1C(=O)OC2C(C=1)=CC(N)=CC=2)(=O)C.[N+:17]([C:20]1[CH:21]=[C:22]2[C:27](=[CH:28][CH:29]=1)[O:26][C:25](=[O:30])[C:24]([C:31]1[CH:36]=[CH:35][C:34]([N+:37]([O-])=O)=[CH:33][CH:32]=1)=[CH:23]2)([O-])=O.[BH4-].[Na+]>[Pd].O.CO>[NH2:17][C:20]1[CH:21]=[C:22]2[C:27](=[CH:28][CH:29]=1)[O:26][C:25](=[O:30])[C:24]([C:31]1[CH:36]=[CH:35][C:34]([NH2:37])=[CH:33][CH:32]=1)=[CH:23]2 |f:2.3|. Procedure details: Following the same protocol used to obtain diamine 2, palladium on carbon (10% water) (0.322 g, 1/10th of the mass of 11) and a solution of sodium borohydride (1.21 g, 32.9 mmol) in water (22.6 mL) were used to reduce a suspension of compound 11 (4.03 g, 12.9 mmol) in methanol (775 mL). In this way, compound 12 (2.04 g, 8.1 mmol) was obtained as a yellow solid in 63% yield. FTIR (KBr) (cm−1): 3180, 3120, 1700, 1610, 850. 1H-NMR (DMSO-d6): δ (ppm) 7.84 (s, 1H), 7.46 (d, J=8.5 Hz, 2H), 7.08 (d, J=... Starting materials: O (Water), FC1=NC=C(C=C1)[N+](=O)[O-] (2-fluoro-5-nitropyridine), N1N=CN=C1 (1,2,4-triazole), C([O-])([O-])=O.[Cs+].[Cs+] (cesium carbonate). The solvent is CN(C)C=O (DMF). Conditions: time 30 minute. Product: [N+](=O)([O-])C=1C=CC(=NC1)N1N=CN=C1 (5-nitro-2-(1H-1,2,4-triazol-1-yl)pyridine). Reaction SMILES: F[C:2]1[CH:7]=[CH:6][C:5]([N+:8]([O-:10])=[O:9])=[CH:4][N:3]=1.[NH:11]1[CH:15]=[N:14][CH:13]=[N:12]1.C(=O)([O-])[O-].[Cs+].[Cs+].O>CN(C=O)C>[N+:8]([C:5]1[CH:6]=[CH:7][C:2]([N:11]2[CH:15]=[N:14][CH:13]=[N:12]2)=[N:3][CH:4]=1)([O-:10])=[O:9] |f:2.3.4|. Procedure: 2-fluoro-5-nitropyridine (0.5 g, 3.38 mmol), 1,2,4-triazole (0.22 g, 3.22 mmol) were added in DMF (6.4 mL), then cesium carbonate (3.14 g, 9.65 mmol) was added. The reaction was run at room temperature for 30 minutes. Water (50 mL) was added and product fell out of the solution. The solution was filtered and the solid was rinsed with ethyl acetate/water (1:1, 20 mL×2), hot hexane (20 mL) to give the title compound as a white solid. The reactants are CC(C)N1CCC(O)CC1, O=C1NCCn2c1cc1cc(O)cnc12, c1ccc(P(c2ccccc2)c2ccccc2)cc1. The product is CC(C)N1CCC(Oc2cnc3c(c2)cc2n3CCNC2=O)CC1. Reaction SMILES: [CH:16]([CH3:17])([CH3:18])[N:19]1[CH2:20][CH2:21][CH:22]([OH:25])[CH2:23][CH2:24]1.[OH:1][c:2]1[cH:3][n:4][c:5]2[n:6]3[c:11]([cH:12][c:13]2[cH:14]1)[C:10](=[O:15])[NH:9][CH2:8][CH2:7]3.[c:26]1([P:27]([c:28]2[cH:29][cH:30][cH:31][cH:32][cH:33]2)[c:34]2[cH:35][cH:36][cH:37][cH:38][cH:39]2)[cH:40][cH:41][cH:42][cH:43][cH:44]1>>[O:1]([c:2]1[cH:3][n:4][c:5]2[n:6]3[c:11]([cH:12][c:13]2[cH:14]1)[C:10](=[O:15])[NH:9][CH2:8][CH2:7]3)[CH:22]1[CH2:21][CH2:20][N:19]([CH:16]([CH3:17])[CH3:18])[CH2:24][CH2:23]1. The reactants are C(/C1=CC=CC=C1)=C\1/N=C(NC1=O)C1=CC(=CC(=C1)C(F)(F)F)C(F)(F)F ((Z)-4-benzylidene-2-(3,5-bis(trifluoromethyl)phenyl)-1H-imidazol-5(4H)-one), C(\C=C\C1=CC=CC=C1)=O (trans-cinnamaldehyde). The product is C(C1=CC=CC=C1)C1C(C2=C(NC(=N2)C2=CC(=CC(=C2)C(F)(F)F)C(F)(F)F)OC1=O)C1=CC=CC=C1 (6-benzyl-2-(3,5-bis(trifluoromethyl)phenyl)-7-phenyl-6,7-dihydropyrano[2,3-d]imidazol-5(3H)-one). The yield is 57.0%. Reaction SMILES: [CH:1](=[C:8]1/[N:9]=[C:10]([C:14]2[CH:19]=[C:18]([C:20]([F:23])([F:22])[F:21])[CH:17]=[C:16]([C:24]([F:27])([F:26])[F:25])[CH:15]=2)[NH:11][C:12]/1=[O:13])/[C:2]1[CH:7]=[CH:6][CH:5]=[CH:4][CH:3]=1.[CH:28](=[O:37])/[CH:29]=[CH:30]/[C:31]1[CH:36]=[CH:35][CH:34]=[CH:33][CH:32]=1>>[CH2:30]([CH:29]1[C:28](=[O:37])[O:13][C:12]2[NH:11][C:10]([C:14]3[CH:19]=[C:18]([C:20]([F:21])([F:22])[F:23])[CH:17]=[C:16]([C:24]([F:27])([F:25])[F:26])[CH:15]=3)=[N:9][C:8]=2[CH:1]1[C:2]1[CH:7]=[CH:6][CH:5]=[CH:4][CH:3]=1)[C:31]1[CH:36]=[CH:35][CH:34]=[CH:33][CH:32]=1. Procedure details: Prepared according to the general procedure using (Z)-4-benzylidene-2-(3,5-bis(trifluoromethyl)phenyl)-1H-imidazol-5(4H)-one and trans-cinnamaldehyde. The unpurified residue was purified by flash chromatography using 15% EtOAc/hexanes to afford 21 as an off-white solid (88 mg, 57%). Analytical data for 21: 1H NMR (500 MHz, CDCl3) δ 9.16 (s, 1H), 8.15 (s, 2H), 7.80 (s, 1H), 7.40-7.26 (m, 6H), 7.15-7.06 (m, 2H), 7.00-6.96 (m, 2H), 4.11 (d, J=6.9 Hz, 1H), 3.63 (ddd, J=10.1, 6.8, 4.6 Hz, 1H), 3.37 (... Reactants: CN(C)C1CCC2(CC1)OCCO2, O=CO. The product is CN(C)C1CCC(=O)CC1. RXN SMILES: [CH2:1]1[O:2][C:4]2([O:3][CH2:13]1)[CH2:5][CH2:6][CH:7]([N:10]([CH3:11])[CH3:12])[CH2:8][CH2:9]2.[CH:14]([OH:15])=[O:16]>>[O:3]=[C:4]1[CH2:5][CH2:6][CH:7]([N:10]([CH3:11])[CH3:12])[CH2:8][CH2:9]1.